From a dataset of the Open Reaction Database (ORD), a public repository of structured organic reaction records. describe an organic reaction: reactants, conditions, products, and yield Reactants: ClC=1C=CC(=C(C1)C1=C(C(NC2C=CC(=CC12)C(F)(F)F)=O)SCC1OC1)OC (4-(5-Chloro-2-methoxy-phenyl)-3-oxiranylmethylsulfanyl-6-trifluoromethyl-4a,8a-dihydro-1H-quinolin-2-one), C(C)(C)[N-]C(C)C.[Li+] (lithium diisopropylamide), epoxide. Run in C1CCOC1 (THF), C1CCOC1 (THF). Reaction conditions: temperature -78 celsius, time 10 minute. Product: ClC=1C=CC(=C(C1)C1=C(C(NC2C=CC(=CC12)C(F)(F)F)=O)SC=CCO)OC (4-(5-Chloro-2-methoxy-phenyl)-3-(3-hydroxy-propenylsulfanyl)-6-trifluoromethyl-4a,8a-dihydro-1H-quinolin-2-one). Isolated yield 90.1%. As a reaction SMILES: [Cl:1][C:2]1[CH:3]=[CH:4][C:5]([O:28][CH3:29])=[C:6]([C:8]2[CH:17]3[CH:12]([CH:13]=[CH:14][C:15]([C:18]([F:21])([F:20])[F:19])=[CH:16]3)[NH:11][C:10](=[O:22])[C:9]=2[S:23][CH2:24][CH:25]2[CH2:27][O:26]2)[CH:7]=1.C([N-]C(C)C)(C)C.[Li+]>C1COCC1>[Cl:1][C:2]1[CH:3]=[CH:4][C:5]([O:28][CH3:29])=[C:6]([C:8]2[CH:17]3[CH:12]([CH:13]=[CH:14][C:15]([C:18]([F:20])([F:19])[F:21])=[CH:16]3)[NH:11][C:10](=[O:22])[C:9]=2[S:23][CH:24]=[CH:25][CH2:27][OH:26])[CH:7]=1 |f:1.2|. Procedure details: 4-(5-Chloro-2-methoxy-phenyl)-3-(3-hydroxy-propenylsulfanyl)-6-trifluoromethyl-4a,8a-dihydro-1H-quinolin-2-one (Ig) was prepared by a base-mediated epoxide rearrangement process. To a solution of VIII (0.2 g, 0.45 mmol) in dry THF (4 mL) at −78° C. under nitrogen was added a THF solution of lithium diisopropylamide (LDA, used as supplied by Aldrich, 1.5 Molar, 0.6 mL). The mixture was stirred at −78° C. for a further 10 min. before it was allowed to warm to room temperature and stirring was cont...